From a dataset of the Open Reaction Database (ORD), a public repository of structured organic reaction records. describe an organic reaction: reactants, conditions, products, and yield The reactants are aqueous solution, NC1=CC(=C(C(=O)O)C=C1Cl)O[C@H](C#CC)C ((S)-4-amino-5-chloro-2-[(1-methyl-2-butynyl)oxy]benzoic acid), NC1C2CN(CC1CN(C2)C)C (9-amino-3,7-dimethyl-3,7-diazabicyclo[3.3.1]nonane), ClC(=O)OCC (ethyl chloroformate), NC1C2CN(CC1CN(C2)C)C (9-amino-3,7-dimethyl-3,7-diazabicyclo[3.3.1]nonane), [OH-].[Na+] (sodium hydroxide). Run in ClCCl (dichloromethane), C(C)N(CC)CC (triethylamine), ClCCl (dichloromethane), O (water). Conditions: time 10 minute. The product is CN1CC2CN(CC(C1)C2NC(C2=C(C=C(C(=C2)Cl)N)O[C@H](C#CC)C)=O)C ((S)-N-(3,7-Dimethyl-3,7-diazabicyclo[3.3.1]non-9-yl)-4-amino-5-chloro-2-(1-methyl-2-butynyl)oxybenzamide). Isolated yield 74.6%. Reaction SMILES: [NH2:1][C:2]1[C:10]([Cl:11])=[CH:9][C:5]([C:6]([OH:8])=O)=[C:4]([O:12][C@@H:13]([CH3:17])[C:14]#[C:15][CH3:16])[CH:3]=1.ClC(OCC)=O.[NH2:24][CH:25]1[CH:30]2[CH2:31][N:32]([CH3:34])[CH2:33][CH:26]1[CH2:27][N:28]([CH3:35])[CH2:29]2.[OH-].[Na+]>ClCCl.O.C(N(CC)CC)C>[CH3:34][N:32]1[CH2:33][CH:26]2[CH:25]([NH:24][C:6](=[O:8])[C:5]3[CH:9]=[C:10]([Cl:11])[C:2]([NH2:1])=[CH:3][C:4]=3[O:12][C@@H:13]([CH3:17])[C:14]#[C:15][CH3:16])[CH:30]([CH2:29][N:28]([CH3:35])[CH2:27]2)[CH2:31]1 |f:3.4|. Procedure: A solution of 546 mg of (S)-4-amino-5-chloro-2-[(1-methyl-2-butynyl)oxy]benzoic acid and 0.9 ml of triethylamine in 10 ml of dichloromethane was cooled with ice. followed by the addition thereto of 0.225 ml of ethyl chloroformate. The obtained mixture was stirred for 10 minutes, while the temperature was brought to room temperature. 400 mg of 9-amino-3,7-dimethyl-3,7-diazabicyclo[3.3.1]nonane was added to the resulting mixture at room temperature. The obtained mixture was stirred for 30 minutes,... The reactants are OC=1C=CC=C2C=CC=[N+](C12)[O-] (8-Hydroxyquinoline 1-oxide), C(C)(=O)OC(C)=O (acetic anhydride), ice water. Yields the product C(C)(=O)OC1=NC2=C(C=CC=C2C=C1)O (2-Acetoxy-8-hydroxyquinoline). Yield: 84.0%. As a reaction SMILES: [OH:1][C:2]1[CH:3]=[CH:4][CH:5]=[C:6]2[C:11]=1[N+:10]([O-])=[CH:9][CH:8]=[CH:7]2.[C:13]([O:16]C(=O)C)(=[O:15])[CH3:14]>>[C:13]([O:16][C:9]1[CH:8]=[CH:7][C:6]2[C:11](=[C:2]([OH:1])[CH:3]=[CH:4][CH:5]=2)[N:10]=1)(=[O:15])[CH3:14]. Procedure details: A mixture of 5a (0.81 g, 5 mmol) in acetic anhydride (20 ml) was heated at reflux for 2 h (monitored by TLC). After cooling, it was poured into ice water (100 ml). The resulting solid was collected and crystallized from dichloromethane to give 2-Acetoxy-8-hydroxyquinoline (5b) (0.85 g, 84%) as white crystals. mp: 240°-241° C.; 1H-NMR (DMSO-d6): δ2.55; (s, 3H, CH3), 6.66 (d, 3-H), 7.15-7.23 (m, 3H, Ar--H), 7.78 (d, 4-H), 11.31 (br s, 1H, OH). Conditions: temperature 80 celsius, time 1.5 hour. RXN SMILES: [CH2:1]1[CH2:9][O:8][C:7]2[CH:6]=[CH:5][S:4][C:3]=2[O:2]1>C(O)CCC.[Fe]>[CH2:9]1[O:8][C:7]2[C:6](=[CH:5][S:4][CH:3]=2)[O:2][CH2:1]1. The reagents and catalysts are [Fe] (iron). Run in C(CCC)O (butanol), C(CCC)O (n-butanol), C(CCC)O (n-butanol). Reported procedure: PEGdTh (400) (0.64 mmol) was dissolved in n-butanol (0.5 ml), mixed with 32.4 g of Baytron® C from Bayer (50% wt. Fe(pTS)3 in butanol, =23 mmol of iron), and heated under stirring to 80° C. Freshly distilled ethylenedioxythiophene (EDOT from Bayer; 1.6 g=11.3 mmol) was dissolved in 120 ml of n-butanol (final concentration of 10−2 M) and slowly added to the hot mixture of PEGdTh and Baytron® C over a 1.5 hr period under stirring. After the addition was completed, the reaction was kept at 80° C. f... Yields the product C1COC2=CSC=C2O1 (Edot). Starting materials: Fe(pTS)3, C1OC=2SC=CC2OC1 (ethylenedioxythiophene), ( 400 ).